Dataset: the Open Reaction Database (ORD), a public repository of structured organic reaction records. Task: describe an organic reaction: reactants, conditions, products, and yield Starting materials: CC(C)Nc1nc(S(C)(=O)=O)nc(Cl)c1-c1c(F)cccc1Cl, [H-], [Na+], CN(C)C=O, c1cn[nH]c1. The product is CC(C)Nc1nc(-n2cccn2)nc(Cl)c1-c1c(F)cccc1Cl. Reaction SMILES: [Cl:8][c:9]1[c:10](-[c:23]2[c:24]([Cl:30])[cH:25][cH:26][cH:27][c:28]2[F:29])[c:11]([NH:19][CH:20]([CH3:21])[CH3:22])[n:12][c:13]([S:15]([CH3:16])(=[O:17])=[O:18])[n:14]1.[H-:7].[Na+:6].[O:31]=[CH:32][N:33]([CH3:34])[CH3:35].[nH:1]1[n:2][cH:3][cH:4][cH:5]1>>[n:1]1(-[c:13]2[n:12][c:11]([NH:19][CH:20]([CH3:21])[CH3:22])[c:10](-[c:23]3[c:24]([Cl:30])[cH:25][cH:26][cH:27][c:28]3[F:29])[c:9]([Cl:8])[n:14]2)[n:2][cH:3][cH:4][cH:5]1. Reactants: N[C@H]1CC[C@@H](N(C1)C(=O)OC(C)(C)C)CCN1C(COC2=C1C=C(C=C2)C#N)=O (tert-butyl (2R,5S)-5-amino-2-[2-(6-cyano-3-oxo-2,3-dihydro-4H-1,4-benzoxazin-4-yl)ethyl]piperidine-1-carboxylate), N[C@@H]1CC[C@H](N(C1)C(=O)OC(C)(C)C)CCN1C(COC2=C1C=C(C=C2)C#N)=O (tert-butyl (2S,5R)-5-amino-2-[2-(6-cyano-3-oxo-2,3-dihydro-4H-1,4-benzoxazin-4-yl)ethyl]piperidine-1-carboxylate), [Si](C)(C)(C(C)(C)C)O[C@@H]1CC[C@@H](N(C1)C(=O)OC(C)(C)C)C(=O)OCC (1-tert-butyl 2-ethyl (2R,5R)-5-{[tert-butyl(dimethyl)silyl]oxy}piperidine-1,2-dicarboxylate), O1CCOC=2C=NC(=CC21)C=O (2,3-dihydro[1,4]dioxino[2,3-c]pyridine-7-carbaldehyde), [Si](C)(C)(C(C)(C)C)O[C@H]1CC[C@H](N(C1)C(=O)OC(C)(C)C)C(=O)OCC (1-tert-butyl 2-ethyl (2S,5S)-5-{[tert-butyl(dimethyl)silyl]oxy}piperidine-1,2-dicarboxylate). Product: O1CCOC=2C=NC(=CC21)CN[C@@H]2CC[C@H](NC2)CCN2C(COC1=C2C=C(C=C1)C#N)=O (4-(2-{(2S,5R)-5-[(2,3-Dihydro[1,4]dioxino[2,3-c]pyridin-7-ylmethyl)amino]piperidin-2-yl}ethyl)-3-oxo-3,4-dihydro-2H-1,4-benzoxazine-6-carbonitrile). RXN SMILES: [NH2:1][C@@H:2]1[CH2:7][N:6](C(OC(C)(C)C)=O)[C@@H:5]([CH2:15][CH2:16][N:17]2[C:22]3[CH:23]=[C:24]([C:27]#[N:28])[CH:25]=[CH:26][C:21]=3[O:20][CH2:19][C:18]2=[O:29])[CH2:4][CH2:3]1.N[C@H]1CN(C(OC(C)(C)C)=O)[C@H](CCN2C3C=C(C#N)C=CC=3OCC2=O)CC1.[Si](O[C@@H]1CN(C(OC(C)(C)C)=O)[C@H](C(OCC)=O)CC1)(C(C)(C)C)(C)C.[Si](O[C@H]1CN(C(OC(C)(C)C)=O)[C@@H](C(OCC)=O)CC1)(C(C)(C)C)(C)C.[O:111]1[C:120]2[CH:119]=[C:118]([CH:121]=O)[N:117]=[CH:116][C:115]=2[O:114][CH2:113][CH2:112]1>>[O:111]1[C:120]2[CH:119]=[C:118]([CH2:121][NH:1][C@H:2]3[CH2:7][NH:6][C@H:5]([CH2:15][CH2:16][N:17]4[C:22]5[CH:23]=[C:24]([C:27]#[N:28])[CH:25]=[CH:26][C:21]=5[O:20][CH2:19][C:18]4=[O:29])[CH2:4][CH2:3]3)[N:117]=[CH:116][C:115]=2[O:114][CH2:113][CH2:112]1. Reported procedure: The product was obtained following the procedure described for Example 105, except, the enantiomer of Intermediate 183, tert-butyl (2S,5R)-5-amino-2-[2-(6-cyano-3-oxo-2,3-dihydro-4H-1,4-benzoxazin-4-yl)ethyl]piperidine-1-carboxylate (prepared by the exact route as Intermediate 183, but starting from 1-tert-butyl 2-ethyl (2S,5S)-5-{[tert-butyl(dimethyl)silyl]oxy}piperidine-1,2-dicarboxylate, the enantiomer of Intermediate 191) was reacted with 2,3-dihydro[1,4]dioxino[2,3-c]pyridine-7-carbaldehyde... Starting materials: N(=O)[O-].[Na+] (sodium nitrite), NC1=CC=C(C=C1)CC(=O)OCC (ethyl 4-aminophenylacetate), [N-]=[N+]=[N-].[Na+] (sodium azide). Run in C(=O)(C(F)(F)F)O (TFA). Product: N(=[N+]=[N-])C1=CC=C(C=C1)CC(=O)OCC (Ethyl 4-Azidophenylacetate). Yield: 92.2%. Reaction SMILES: N([O-])=O.[Na+].[NH2:5][C:6]1[CH:11]=[CH:10][C:9]([CH2:12][C:13]([O:15][CH2:16][CH3:17])=[O:14])=[CH:8][CH:7]=1.[N-:18]=[N+:19]=[N-].[Na+]>C(O)(C(F)(F)F)=O>[N:5]([C:6]1[CH:7]=[CH:8][C:9]([CH2:12][C:13]([O:15][CH2:16][CH3:17])=[O:14])=[CH:10][CH:11]=1)=[N+:18]=[N-:19] |f:0.1,3.4|. Reported procedure: Following the general procedure of Marchesini (J. Org. Chem. 49, p. 4287-4290, 1984), sodium nitrite (38 g, 0.56 mol) was slowly added to a stirred and cooled (0° C.) mixture of ethyl 4-aminophenylacetate (25 g, 0.14 mol) in 700 mL of TFA. After the addition was complete, the reaction was stirred at 0° C. for another 0.5 hour and then sodium azide (27 g, 0.42 mol) was slowly added over a period of 0.5 hours. The mixture was stirred for another 2 hours at 0° C. and then quenched with ice water an... The reactants are BrC=1C=C2C=C(NC2=CC1)C(=O)O (5-bromo-1H-indole-2-carboxylic acid), CCN=C=NCCCN(C)C.Cl (EDCl), C=1C=CC2=C(C1)N=NN2O (HOBt), CNC (N,N-dimethyl amine). The solvent is C1CCOC1 (THF). Conditions: time 10 minute. Yields the product CN(C(=O)C=1NC2=CC=C(C=C2C1)Br)C (5-bromo-1H-indole-2-carboxylic acid dimethylamide). RXN SMILES: [Br:1][C:2]1[CH:3]=[C:4]2[C:8](=[CH:9][CH:10]=1)[NH:7][C:6]([C:11]([OH:13])=O)=[CH:5]2.C[CH2:15][N:16]=[C:17]=NCCCN(C)C.Cl.C1C=CC2N(O)N=NC=2C=1.CNC>C1COCC1>[CH3:15][N:16]([CH3:17])[C:11]([C:6]1[NH:7][C:8]2[C:4]([CH:5]=1)=[CH:3][C:2]([Br:1])=[CH:10][CH:9]=2)=[O:13] |f:1.2|. Procedure: To a solution of 5-bromo-1H-indole-2-carboxylic acid (2.40 g, 10.0 mmol) in THF (100 mL) were added EDCl (2.11 g, 30.0 mmol), HOBt (1.49 g, 11.0 mmol). The reaction mixture was stirred at room temperature for 10 minutes. Then, a solution of N,N-dimethyl amine (2.0 M solution in THF, 15 mL, 30.0 mmol) was added. The mixture was stirred for 16 hours at room temperature. Solvent was evaporated, the residue was taken in ethyl acetate (200 mL), and water (200 mL) was added. The organic phase was sepa... Reactants: Cl.C(C)(OCC)=N (ethyl acetimidate hydrochloride), C(C)OC(CN)OCC (aminoacetaldehyde diethyl acetal). Run in C(C)O (ethanol). The product is C(C)OC(CNC(C)=N)OCC (N-(2,2-Diethoxyethyl)acetamidine), pale-green oil. As a reaction SMILES: Cl.[C:2](=[NH:7])(OCC)[CH3:3].[CH2:8]([O:10][CH:11]([O:14][CH2:15][CH3:16])[CH2:12][NH2:13])[CH3:9]>C(O)C>[CH2:8]([O:10][CH:11]([O:14][CH2:15][CH3:16])[CH2:12][NH:13][C:2](=[NH:7])[CH3:3])[CH3:9] |f:0.1|. Procedure details: N-(2,2-Diethoxyethyl)acetamidine was synthesized in the same manner as in Reference Example 2. That is, ethyl acetimidate hydrochloride (25.0 g, 0.202 mol) was reacted with aminoacetaldehyde diethyl acetal (31 mL, 0.21 mol) in ethanol (150 mL) to give 44.1 g of a pale-green oil containing the target compound. Starting materials: CC(C)(C)OC(=O)Nc1cnn(-c2ccccn2)c1, Cl, [Na+], C1COCCO1, [OH-]. The product is Nc1cnn(-c2ccccn2)c1. As a reaction SMILES: [C:1]([O:2][C:3](=[O:4])[NH:7][c:8]1[cH:9][n:10][n:11](-[c:13]2[n:14][cH:15][cH:16][cH:17][cH:18]2)[cH:12]1)([CH3:5])([CH3:6])[CH3:19].[ClH:20].[Na+:22].[O:23]1[CH2:24][CH2:25][O:26][CH2:27][CH2:28]1.[OH-:21]>>[NH2:7][c:8]1[cH:9][n:10][n:11](-[c:13]2[n:14][cH:15][cH:16][cH:17][cH:18]2)[cH:12]1. Reactants: O[C@@H]1[C@H](CCC1)NC1=NC(=NC=C1C(=O)OCC)SC (ethyl 4-((1S,2S)-2-hydroxycyclopentylamino)-2-(methylthio)pyrimidine-5-carboxylate), [OH-].[Na+] (sodium hydroxide). The solvent is C(C)O (ethanol). Reaction conditions: time 1 hour. Product: O[C@@H]1[C@H](CCC1)NC1=NC(=NC=C1C(=O)O)SC (4-((1S,2S)-2-hydroxycyclopentylamino)-2-(methylthio)pyrimidine-5-carboxylic acid). The yield is 84.7%. RXN SMILES: [OH:1][C@H:2]1[CH2:6][CH2:5][CH2:4][C@@H:3]1[NH:7][C:8]1[C:13]([C:14]([O:16]CC)=[O:15])=[CH:12][N:11]=[C:10]([S:19][CH3:20])[N:9]=1.[OH-].[Na+]>C(O)C>[OH:1][C@H:2]1[CH2:6][CH2:5][CH2:4][C@@H:3]1[NH:7][C:8]1[C:13]([C:14]([OH:16])=[O:15])=[CH:12][N:11]=[C:10]([S:19][CH3:20])[N:9]=1 |f:1.2|. Procedure: To a solution of ethyl 4-((1S,2S)-2-hydroxycyclopentylamino)-2-(methylthio)pyrimidine-5-carboxylate (1.3 g, 4.37 mmol) in ethanol (15 mL) was added aqueous sodium hydroxide solution (15 mL, 2 N), and the mixture was stirred for 1 h at room temperature. When the starting material was consumed, the reaction mixture was neutralized with saturated aqueous citric acid solution. The solids were collected by filtration and dried to give 4-((1S,2S)-2-hydroxycyclopentylamino)-2-(methylthio)pyrimidine-5-c... Reactants: [C@H]12[C@H](NC[C@@H]2C1)CNC(=O)C1=C(N=C2SC=CN21)C (6-Methyl-imidazo[2,1-b]thiazole-5-carboxylic acid [(1S,2S,5R)-1-(3-aza-bicyclo[3.1.0]hex-2-yl)methyl]-amide), BrC1=C(SC=C1)C(=O)O (3-Bromo-thiophene-2-carboxylic acid). Product: BrC1=C(SC=C1)C(=O)N1[C@@H]([C@H]2C[C@H]2C1)CNC(=O)C1=C(N=C2SC=CN21)C (6-Methyl-imidazo[2,1-b]thiazole-5-carboxylic acid[(1S,2S,5R)-3-(3-bromo-thiophene-2-carbonyl)-3-aza-bicyclo[3.1.0]hex-2-ylmethyl]-amide). RXN SMILES: [C@H:1]12[CH2:6][C@H:5]1[CH2:4][NH:3][C@@H:2]2[CH2:7][NH:8][C:9]([C:11]1[N:18]2[C:14]([S:15][CH:16]=[CH:17]2)=[N:13][C:12]=1[CH3:19])=[O:10].[Br:20][C:21]1[CH:25]=[CH:24][S:23][C:22]=1[C:26](O)=[O:27]>>[Br:20][C:21]1[CH:25]=[CH:24][S:23][C:22]=1[C:26]([N:3]1[CH2:4][C@H:5]2[C@H:1]([CH2:6]2)[C@H:2]1[CH2:7][NH:8][C:9]([C:11]1[N:18]2[C:14]([S:15][CH:16]=[CH:17]2)=[N:13][C:12]=1[CH3:19])=[O:10])=[O:27]. Procedure details: prepared by reaction of 6-Methyl-imidazo[2,1-b]thiazole-5-carboxylic acid [(1S,2S,5R)-1-(3-aza-bicyclo[3.1.0]hex-2-yl)methyl]-amide with 3-Bromo-thiophene-2-carboxylic acid. LC-MS (basic): tR=1.22 min; [M+H]+=465.0. Reactants: CCOC(=O)c1nccn1NC(=O)CC#N, C1CCOC1, CC(C)(C)[O-], Cl, [K+], C1COCCO1. Product: N#CC1C(=O)Nn2ccnc2C1=O. Reaction SMILES: [C:1](#[N:2])[CH2:3][C:4](=[O:5])[NH:6][n:7]1[c:8]([C:12]([O:14][CH2:13][CH3:15])=[O:16])[n:9][cH:10][cH:11]1.[CH2:24]1[O:25][CH2:26][CH2:27][CH2:28]1.[CH3:17][C:18]([CH3:19])([O-:20])[CH3:21].[ClH:23].[K+:22].[O:29]1[CH2:30][CH2:31][O:32][CH2:33][CH2:34]1>>[C:1](#[N:2])[CH:3]1[C:4](=[O:5])[NH:6][n:7]2[c:8]([n:9][cH:10][cH:11]2)[C:12]1=[O:14].